This data is from the Open Reaction Database (ORD), a public repository of structured organic reaction records. The task is: describe an organic reaction: reactants, conditions, products, and yield Reactants: CCOC(=O)C1CN(C)CCN1C, CCOCC, CCO, Cl, [Na+], [OH-]. Yields the product CN1CCN(C)C(C(=O)O)C1. Reaction SMILES: [CH2:1]([CH3:2])[O:3][C:4](=[O:5])[CH:6]1[N:7]([CH3:13])[CH2:8][CH2:9][N:10]([CH3:12])[CH2:11]1.[CH3:17][CH2:18][O:19][CH2:20][CH3:21].[CH3:22][CH2:23][OH:24].[ClH:16].[Na+:15].[OH-:14]>>[O:3]=[C:4]([OH:5])[CH:6]1[N:7]([CH3:13])[CH2:8][CH2:9][N:10]([CH3:12])[CH2:11]1. Starting materials: B(=O)[O-].[Na+] (sodium metaborate), C1(=CC=CC=C1)O (phenol), C=O (formaldehyde), C=O (formaldehyde), C1(=CC=CC=C1)O (phenol), C=O (formaldehyde), aqueous solution. Product: [OH-].[Na+] (sodium hydroxide), [OH-].[Na+].C1(=CC=CC=C1)O (NaOH phenol). Isolated yield 50.0%. Reaction SMILES: [C:1]1([OH:7])[CH:6]=[CH:5][CH:4]=[CH:3][CH:2]=1.C=O.B([O-])=[O:11].[Na+:13]>>[OH-:7].[Na+:13].[OH-:11].[Na+:13].[C:1]1([OH:7])[CH:6]=[CH:5][CH:4]=[CH:3][CH:2]=1 |f:2.3,4.5,6.7.8|. Reported procedure: A reactor equipped as in Examples A and B was charged with phenol and formaldehyde in a formaldehyde to phenol molar ratio (F/P) of about 1.5:1. The formaldehyde was charged as a 50% aqueous solution. About 3% by weight based on the total charge of sodium metaborate was added and sufficient 50% aqueous sodium hydroxide to give a mole ratio (NaOH/phenol) of about 0.054:1. The mixture was heated to about 65° C. and held until the free formaldehyde fell to less than about 1.75%. The mixture was coo... Starting materials: BrC(Br)(Br)Br, ClCCl, CC1C(c2cc(C(F)(F)F)cc(C(F)(F)F)c2)OC(=O)N1Cc1cc(C(F)(F)F)ccc1CO, c1ccc(P(c2ccccc2)c2ccccc2)cc1. Product: CC1C(c2cc(C(F)(F)F)cc(C(F)(F)F)c2)OC(=O)N1Cc1cc(C(F)(F)F)ccc1CBr. As a reaction SMILES: [Br:35][C:36]([Br:37])([Br:38])[Br:39].[Cl:59][CH2:60][Cl:61].[F:1][C:2]([c:3]1[cH:4][c:5]([CH:13]2[CH:14]([CH3:32])[N:15]([CH2:19][c:20]3[c:21]([CH2:30][OH:31])[cH:22][cH:23][c:24]([C:26]([F:27])([F:28])[F:29])[cH:25]3)[C:16](=[O:18])[O:17]2)[cH:6][c:7]([C:9]([F:10])([F:11])[F:12])[cH:8]1)([F:33])[F:34].[c:40]1([P:41]([c:42]2[cH:43][cH:44][cH:45][cH:46][cH:47]2)[c:48]2[cH:49][cH:50][cH:51][cH:52][cH:53]2)[cH:54][cH:55][cH:56][cH:57][cH:58]1>>[F:1][C:2]([c:3]1[cH:4][c:5]([CH:13]2[CH:14]([CH3:32])[N:15]([CH2:19][c:20]3[c:21]([CH2:30][Br:35])[cH:22][cH:23][c:24]([C:26]([F:27])([F:28])[F:29])[cH:25]3)[C:16](=[O:18])[O:17]2)[cH:6][c:7]([C:9]([F:10])([F:11])[F:12])[cH:8]1)([F:33])[F:34]. Starting materials: OCC1(CC(OC1)=O)C=C (4-Hydroxymethyl-4-vinyltetrahydro-2-furanone), N1=CC=CC=C1 (pyridine), CN(C)C1=NC=CC=C1 (dimethylaminopyridine), C(CCCCCCCCCCCCC)(=O)Cl (tetradecanoyl chloride). Run in C(Cl)Cl (CH2Cl2). Run at time 2 hour. Product: C(CCCCCCCCCCCCC)(=O)OCC1(CC(OC1)=O)C=C (4-(Tetradecanoyloxy)methyl-4-vinyltetrahydro-2-furanone). The yield is 99.3%. Reaction SMILES: [OH:1][CH2:2][C:3]1([CH:9]=[CH2:10])[CH2:7][O:6][C:5](=[O:8])[CH2:4]1.N1C=CC=CC=1.CN(C1C=CC=CN=1)C.[C:26](Cl)(=[O:40])[CH2:27][CH2:28][CH2:29][CH2:30][CH2:31][CH2:32][CH2:33][CH2:34][CH2:35][CH2:36][CH2:37][CH2:38][CH3:39]>C(Cl)Cl>[C:26]([O:1][CH2:2][C:3]1([CH:9]=[CH2:10])[CH2:7][O:6][C:5](=[O:8])[CH2:4]1)(=[O:40])[CH2:27][CH2:28][CH2:29][CH2:30][CH2:31][CH2:32][CH2:33][CH2:34][CH2:35][CH2:36][CH2:37][CH2:38][CH3:39]. Procedure details: A solution of 8b (0.2 g, 1.4 mmol) in CH2Cl2 (20 mL) was treated with pyridine (0.45 mL, 5.6 mmol), dimethylaminopyridine (0.034 g, 0.28 mmol), and tetradecanoyl chloride (0.76 mL, 2.8 mmol). After stirring for 2 h at room temperature, the reaction mixture was concentrated, and residue was purified by flash column chromatography over silica gel with hexane:EtOAc (3:1) as eluant to give 8c (0.49 g, 99%) as an oil: IR (neat) 1788 and 1741 cm-1 (C=O); 1H NMR (CDCl3) δ 0.86 (distorted t, 3 H, CH3), ... Starting materials: [N-]=[N+]=[N-].[Na+] (sodium azide), ClCC(=O)C1=CC=C(C=C1)CC(=O)OCC (ethyl 4-(chloroacetyl)-phenylacetate). Reagents/catalysts: [Cl-].C(C1=CC=CC=C1)[N+](C)(C)C (Benzyltrimethylammonium chloride). Run in O (water), C(Cl)Cl (methylene dichloride). Run at time 4 hour. Product: N(=[N+]=[N-])CC(=O)C1=CC=C(C=C1)CC(=O)OCC (ethyl 4-(azidoacetyl)-phenylacetate). Reaction SMILES: [N-:1]=[N+:2]=[N-:3].[Na+].Cl[CH2:6][C:7]([C:9]1[CH:14]=[CH:13][C:12]([CH2:15][C:16]([O:18][CH2:19][CH3:20])=[O:17])=[CH:11][CH:10]=1)=[O:8]>O.C(Cl)Cl.[Cl-].C([N+](C)(C)C)C1C=CC=CC=1>[N:1]([CH2:6][C:7]([C:9]1[CH:14]=[CH:13][C:12]([CH2:15][C:16]([O:18][CH2:19][CH3:20])=[O:17])=[CH:11][CH:10]=1)=[O:8])=[N+:2]=[N-:3] |f:0.1,5.6|. Procedure details: A solution of sodium azide (32.5g.) in water (200ml.) was added to a solution of ethyl 4-(chloroacetyl)-phenylacetate (24.05g.) in methylene dichloride (200ml.). Benzyltrimethylammonium chloride (0.1g.) was added, and the bisphasic mixture was shaken for 4 hours at room temperature. The organic phase was separated, washed with distilled water (3 × 30ml.) dried and evaporated to give ethyl 4-(azidoacetyl)-phenylacetate as an oil showing a peak at 2120 cm-1 in its I.R. spectrum. The reactants are CO, CC1CN(C(=O)C(F)(F)F)CCc2c1cc(I)c(=O)n2C, [K+], [K+], O=C([O-])[O-]. Yields the product CC1CNCCc2c1cc(I)c(=O)n2C. As a reaction SMILES: [CH3:28][OH:29].[I:1][c:2]1[cH:3][c:4]2[c:5]([n:18]([CH3:21])[c:19]1=[O:20])[CH2:6][CH2:7][N:8]([C:12](=[O:13])[C:14]([F:15])([F:16])[F:17])[CH2:9][CH:10]2[CH3:11].[K+:22].[K+:23].[O-:24][C:25]([O-:26])=[O:27]>>[I:1][c:2]1[cH:3][c:4]2[c:5]([n:18]([CH3:21])[c:19]1=[O:20])[CH2:6][CH2:7][NH:8][CH2:9][CH:10]2[CH3:11].